From a dataset of the Open Reaction Database (ORD), a public repository of structured organic reaction records. describe an organic reaction: reactants, conditions, products, and yield Starting materials: CN(C)CCCc1nc2cc3c(cc2[n+]([O-])n1)CCC3, ClCCl, O=C(O)C(F)(F)F, O=C(OC(=O)C(F)(F)F)C(F)(F)F, N, OO. The product is CN(C)CCCc1n[n+]([O-])c2cc3c(cc2[n+]1[O-])CCC3. As a reaction SMILES: [CH3:16][N:17]([CH2:18][CH2:19][CH2:20][c:21]1[n:22][n+:23]([O-:34])[c:24]2[c:25]([n:26]1)[cH:27][c:28]1[c:32]([cH:33]2)[CH2:31][CH2:30][CH2:29]1)[CH3:35].[Cl:43][CH2:44][Cl:45].[F:36][C:37]([F:38])([F:39])[C:40]([OH:41])=[O:42].[F:3][C:4]([F:5])([F:7])[C:8](=[O:6])[O:9][C:10](=[O:11])[C:12]([F:13])([F:14])[F:15].[NH3:46].[OH:1][OH:2]>>[O-:6][n+:26]1[c:21]([CH2:20][CH2:19][CH2:18][N:17]([CH3:16])[CH3:35])[n:22][n+:23]([O-:34])[c:24]2[c:25]1[cH:27][c:28]1[c:32]([cH:33]2)[CH2:31][CH2:30][CH2:29]1. Reactants: COC(=O)c1cc(Cn2cncn2)cc(NS(=O)(=O)c2ccc(OS(N)(=O)=O)c(F)c2)c1, Cc1ccccc1, CCOC(C)=O, O, NS(=O)(=O)Cl. Yields the product COC(=O)c1cc(Cn2cncn2)cc(NS(=O)(=O)c2ccc(O)c(F)c2)c1. Reaction SMILES: [CH3:1][O:2][C:3]([c:4]1[cH:5][c:6]([NH:16][S:17](=[O:18])(=[O:19])[c:20]2[cH:21][c:22]([F:31])[c:23]([O:26][S:27](=[O:28])(=[O:29])[NH2:30])[cH:24][cH:25]2)[cH:7][c:8]([CH2:10][n:11]2[n:12][cH:13][n:14][cH:15]2)[cH:9]1)=[O:32].[CH3:38][c:39]1[cH:40][cH:41][cH:42][cH:43][cH:44]1.[CH3:45][CH2:46][O:47][C:48]([CH3:49])=[O:50].[OH2:51].[S:33]([Cl:34])(=[O:35])(=[O:36])[NH2:37]>>[CH3:1][O:2][C:3]([c:4]1[cH:5][c:6]([NH:16][S:17](=[O:18])(=[O:19])[c:20]2[cH:21][c:22]([F:31])[c:23]([OH:26])[cH:24][cH:25]2)[cH:7][c:8]([CH2:10][n:11]2[n:12][cH:13][n:14][cH:15]2)[cH:9]1)=[O:32]. The reactants are BrC=1C=C2CCOC(C2=CC1)CC(=O)O ((6-Bromoisochroman-1-yl)acetic acid), ClC=1C=C(C=CC1Cl)N1CCN(CC1)C(CC1OCCC2=CC(=CC=C12)Br)=O (1-(3,4-dichlorophenyl)-4-[2-(6-bromoisochroman-1-yl)]acetyl piperazine), O.Cl.Cl.C1(OCCC2=CC=CC=C12)CCN1CCN(CC1)C1=C(C=CC=C1)OC (1-[2-(Isochroman-1-yl)ethyl]-4-(2-methoxyphenyl)piperazine dihydrochloride monohydrate), amide. The product is ClC=1C=C(C=CC1Cl)N1CCN(CC1)CCC1OCCC2=CC(=CC=C12)Br (1-(3,4-Dichlorophenyl)-4-[2-(6-bromoisochroman-1-yl)-ethyl]piperazine). Reaction SMILES: BrC1C=C2C(=CC=1)C(CC(O)=O)OCC2.O.Cl.Cl.C1(CCN2CCN(C3C=CC=CC=3OC)CC2)C2C(=CC=CC=2)CCO1.[Cl:45][C:46]1[CH:47]=[C:48]([N:53]2[CH2:58][CH2:57][N:56]([C:59](=O)[CH2:60][CH:61]3[C:70]4[C:65](=[CH:66][C:67]([Br:71])=[CH:68][CH:69]=4)[CH2:64][CH2:63][O:62]3)[CH2:55][CH2:54]2)[CH:49]=[CH:50][C:51]=1[Cl:52]>>[Cl:45][C:46]1[CH:47]=[C:48]([N:53]2[CH2:54][CH2:55][N:56]([CH2:59][CH2:60][CH:61]3[C:70]4[C:65](=[CH:66][C:67]([Br:71])=[CH:68][CH:69]=4)[CH2:64][CH2:63][O:62]3)[CH2:57][CH2:58]2)[CH:49]=[CH:50][C:51]=1[Cl:52] |f:1.2.3.4|. Procedure: (6-Bromoisochroman-1-yl)acetic acid (EXAMPLE 22, LXVIII) is coupled with 3,4-dichlorophenylpiperazine (XI) and the resulting amide, 1-(3,4-dichlorophenyl)-4-[2-(6-bromoisochroman-1-yl)]acetyl piperazine (LXIII, 1.66 mmol) is reduced following the general procedure of EXAMPLE 50 and making non-critical variations, to give the title compound, HRMS Calcd for C21H23N2O1Br1Cl2 =468.0371, found=418.0363. Reactants: COC(C1=CC=C(C=C1)C=O)=O (4-formylbenzoic acid methyl ester), NCC(C)O ((±)-1-amino-2-propanol), S(=O)(=O)([O-])[O-].[Mg+2] (magnesium sulfate), C1CCOC1 (THF). Conditions: time 3 hour. Yields the product C(C)OC(C1=CC=C(C=C1)CNCC(C)O)=O (4-[(2-hydroxypropylamino)methyl]benzoic acid ethyl ester). As a reaction SMILES: [CH3:1][O:2][C:3](=[O:12])[C:4]1[CH:9]=[CH:8][C:7]([CH:10]=O)=[CH:6][CH:5]=1.[NH2:13][CH2:14][CH:15]([OH:17])[CH3:16].S([O-])([O-])(=O)=O.[Mg+2].[CH2:24]1COCC1>>[CH2:1]([O:2][C:3](=[O:12])[C:4]1[CH:9]=[CH:8][C:7]([CH2:10][NH:13][CH2:14][CH:15]([OH:17])[CH3:16])=[CH:6][CH:5]=1)[CH3:24] |f:2.3|. Procedure details: To a solution (100 ml) of 4-formylbenzoic acid methyl ester (10.0 g) and (±)-1-amino-2-propanol (4.6 g) in THF was added anhydrous magnesium sulfate (11.2 g) at room temperature and the mixture was stirred for 3 hrs. The reaction mixture was filtered, and methanol (100 ml) was added to the filtrate under ice-cooling. Sodium borohydride (4.6 g) was added and the mixture was stirred for 1 hr. The reaction mixture was allowed to warm to room temperature and stirred for 12 hrs. and concentrated unde...